This data is from the Open Reaction Database (ORD), a public repository of structured organic reaction records. The task is: describe an organic reaction: reactants, conditions, products, and yield Reaction SMILES: [NH2:1][c:2]1[cH:3][cH:4][cH:5][cH:6][c:7]1[C:8]([OH:9])=[O:10].[Na+:11].[Na+:12].[O-:13][C:14](=[O:15])[O-:16].[OH2:28].[S:17](=[O:18])(=[O:19])([c:20]1[cH:21][cH:22][c:23]([CH3:24])[cH:25][cH:26]1)[Cl:27]>>[NH:1]([c:2]1[cH:3][cH:4][cH:5][cH:6][c:7]1[C:8]([OH:9])=[O:10])[S:17](=[O:18])(=[O:19])[c:20]1[cH:21][cH:22][c:23]([CH3:24])[cH:25][cH:26]1. Yields the product Cc1ccc(S(=O)(=O)Nc2ccccc2C(=O)O)cc1. The reactants are Nc1ccccc1C(=O)O, [Na+], [Na+], O=C([O-])[O-], O, Cc1ccc(S(=O)(=O)Cl)cc1. Starting materials: 15, BrCC(=O)OC (methyl bromoacetate), 30, ClC1=C(OC=2C=C(CO)C=CC2)C=CC(=C1)C(F)(F)F (3-(2'-chloro-4'-trifluoromethylphenoxy)-benzyl alcohol), [H-].[Na+] (sodium hydride). The solvent is O1CCCC1 (tetrahydrofuran), O1CCCC1 (tetrahydrofuran), O1CCCC1 (tetrahydrofuran). Run at temperature 40 celsius. The product is 19, ClC1=C(OC=2C=C(COCC(=O)OC)C=CC2)C=CC(=C1)C(F)(F)F (methyl 3-(2'-chloro-4'-trifluoromethylphenoxy)-benzoxyacetate). Isolated yield 51.0%. RXN SMILES: [H-].[Na+].[Cl:3][C:4]1[CH:18]=[C:17]([C:19]([F:22])([F:21])[F:20])[CH:16]=[CH:15][C:5]=1[O:6][C:7]1[CH:8]=[C:9]([CH:12]=[CH:13][CH:14]=1)[CH2:10][OH:11].Br[CH2:24][C:25]([O:27][CH3:28])=[O:26]>O1CCCC1>[Cl:3][C:4]1[CH:18]=[C:17]([C:19]([F:21])([F:20])[F:22])[CH:16]=[CH:15][C:5]=1[O:6][C:7]1[CH:8]=[C:9]([CH:12]=[CH:13][CH:14]=1)[CH2:10][O:11][CH2:24][C:25]([O:27][CH3:28])=[O:26] |f:0.1|. Procedure: 3.25 parts by weight of 80% strength sodium hydride were suspended in 100 parts by volume of absolute tetrahydrofuran and a solution of 30 parts by weight of 3-(2'-chloro-4'-trifluoromethylphenoxy)-benzyl alcohol in 50 parts by volume of absolute tetrahydrofuran was then added, a little at a time. The mixture was stirred at 40° C. for half an hour and a solution of 15 parts by weight of methyl bromoacetate in 50 parts by volume of absolute tetrahydrofuran was added. The reaction mixture was then... Reactants: C1(OC(C2=C1C=CC=C2)=O)=O (2-benzofuran-1,3-dione), ice, C1(=CC(=CC=C1)C)C (m-xylene), ice, [Cl-].[Al+3].[Cl-].[Cl-] (aluminium chloride). Conditions: time 3 hour. The product is CC1=C(C=CC(=C1)C)C(=O)C1=C(C(=O)O)C=CC=C1 (2-[(2,4-dimethylphenyl)carbonyl]benzoic acid). Isolated yield 96.9%. Reaction SMILES: [C:1]1([CH3:8])[CH:6]=[CH:5][CH:4]=[C:3]([CH3:7])[CH:2]=1.[Cl-].[Al+3].[Cl-].[Cl-].[C:13]1(=[O:23])[C:17]2[CH:18]=[CH:19][CH:20]=[CH:21][C:16]=2[C:15](=[O:22])[O:14]1>>[CH3:8][C:1]1[CH:2]=[C:3]([CH3:7])[CH:4]=[CH:5][C:6]=1[C:15]([C:16]1[CH:21]=[CH:20][CH:19]=[CH:18][C:17]=1[C:13]([OH:23])=[O:14])=[O:22] |f:1.2.3.4|. Reported procedure: An ice/salt cold mixture of m-xylene (114 g, 1073 mmol) was treated with aluminium chloride (59.4 g, 446 mmol) (in three portions), followed by 2-benzofuran-1,3-dione (30 g, 203 mmol) (in three portions). The mixture was warmed to room temperature and stirred for 3 hours after which time the mixture turned to a thick white suspension. The mixture was heated to 55° C. for 2 hours, and cooled to room temperature. The thick mixture was slowly poured into ice cold 20% HCl and collected on filter pap... The product is CC1=CC(NC2=CC=C(C=C12)OCCCCS(=O)C1=NC=CC=C1)=O (4-Methyl-6-[4-(2-pyridyl-sulfinyl)-butoxy]-carbostyril). RXN SMILES: [CH3:1][C:2]1[C:11]2[C:6](=[CH:7][CH:8]=[C:9]([O:12][CH2:13][CH2:14][CH2:15][CH2:16][S:17][C:18]3[CH:23]=[CH:22][CH:21]=[CH:20][N:19]=3)[CH:10]=2)[NH:5][C:4](=[O:24])[CH:3]=1.[OH:25]O>>[CH3:1][C:2]1[C:11]2[C:6](=[CH:7][CH:8]=[C:9]([O:12][CH2:13][CH2:14][CH2:15][CH2:16][S:17]([C:18]3[CH:23]=[CH:22][CH:21]=[CH:20][N:19]=3)=[O:25])[CH:10]=2)[NH:5][C:4](=[O:24])[CH:3]=1. Procedure details: Prepared analogous to Example 123 from 4-methyl-6-[4-(2-pyridyl-mercapto)-butoxy]-carbostyril and hydrogen peroxide. Starting materials: CC1=CC(NC2=CC=C(C=C12)OCCCCSC1=NC=CC=C1)=O (4-methyl-6-[4-(2-pyridyl-mercapto)-butoxy]-carbostyril), OO (hydrogen peroxide). Reaction SMILES: [Cl:23][c:24]1[n:25][c:26]([NH2:34])[n:27][c:28]([C:30]([F:31])([F:32])[F:33])[cH:29]1.[ClH:35].[F:1][c:2]1[cH:3][c:4]([NH2:5])[cH:6][cH:7][c:8]1[O:9][c:10]1[c:11]2[c:12]([n:13][cH:14][cH:15]1)[nH:16][cH:17][c:18]2[CH2:19][CH2:20][O:21][CH3:22].[Na+:37].[OH-:36].[OH2:38]>>[F:1][c:2]1[cH:3][c:4]([NH:5][c:24]2[n:25][c:26]([NH2:34])[n:27][c:28]([C:30]([F:31])([F:32])[F:33])[cH:29]2)[cH:6][cH:7][c:8]1[O:9][c:10]1[c:11]2[c:12]([n:13][cH:14][cH:15]1)[nH:16][cH:17][c:18]2[CH2:19][CH2:20][O:21][CH3:22]. Yields the product COCCc1c[nH]c2nccc(Oc3ccc(Nc4cc(C(F)(F)F)nc(N)n4)cc3F)c12. Starting materials: Nc1nc(Cl)cc(C(F)(F)F)n1, Cl, COCCc1c[nH]c2nccc(Oc3ccc(N)cc3F)c12, [Na+], [OH-], O.